Dataset: the Open Reaction Database (ORD), a public repository of structured organic reaction records. Task: describe an organic reaction: reactants, conditions, products, and yield Procedure: A compound obtained using 6-methyl-1-iodoheptane, which is synthesized using 2-[(4-{2-[(5-ethylpyrimidin-2-yl)amino]ethyl}-1,3-thiazol-2-yl)thio]-2-methylpropionic acid tert-butyl ester synthesized in Example 265-1 and 6-methylheptanol as starting materials and in reference to non-patent reference [Tetrahedron, 38, 11461 (1998)], and by an operation similar to that of Example 326, was dissolved in diethyl ether, and reacted with 30% hydrobromic acid-acetic acid to give the title compound. Starting materials: CC(CCCCCI)C (6-methyl-1-iodoheptane), Br.C(C)(=O)O (hydrobromic acid acetic acid), C(C)(C)(C)OC(C(C)(C)SC=1SC=C(N1)CCNC1=NC=C(C=N1)CC)=O (2-[(4-{2-[(5-ethylpyrimidin-2-yl)amino]ethyl}-1,3-thiazol-2-yl)thio]-2-methylpropionic acid tert-butyl ester), CC(CCCCCO)C (6-methylheptanol). Run in C(C)OCC (diethyl ether). Reaction SMILES: [CH3:1][CH:2]([CH3:9])[CH2:3][CH2:4][CH2:5][CH2:6][CH2:7]I.C([O:14][C:15](=[O:36])[C:16]([S:19][C:20]1[S:21][CH:22]=[C:23]([CH2:25][CH2:26][NH:27][C:28]2[N:33]=[CH:32][C:31]([CH2:34][CH3:35])=[CH:30][N:29]=2)[N:24]=1)([CH3:18])[CH3:17])(C)(C)C.CC(C)CCCCCO.[BrH:46].C(O)(=O)C>C(OCC)C>[BrH:46].[CH2:34]([C:31]1[CH:30]=[N:29][C:28]([N:27]([CH2:7][CH2:6][CH2:5][CH2:4][CH2:3][CH:2]([CH3:9])[CH3:1])[CH2:26][CH2:25][C:23]2[N:24]=[C:20]([S:19][C:16]([CH3:17])([CH3:18])[C:15]([OH:36])=[O:14])[S:21][CH:22]=2)=[N:33][CH:32]=1)[CH3:35] |f:3.4,6.7|. The product is Br.C(C)C=1C=NC(=NC1)N(CCC=1N=C(SC1)SC(C(=O)O)(C)C)CCCCCC(C)C (2-[(4-{2-[(5-ethylpyrimidin-2-yl)(6-methylheptyl)amino]ethyl}-1,3-thiazol-2-yl)thio]-2-methylpropionic acid hydrogen bromide). Reactants: CC(=O)N1CCc2cc(Br)ccc21, COCCOC, ClCCl, [K+], [K+], [K+], O=P([O-])([O-])[O-], OB(O)c1ccncc1. Product: CC(=O)N1CCc2cc(-c3ccncc3)ccc21. As a reaction SMILES: [C:1]([CH3:2])(=[O:3])[N:4]1[CH2:5][CH2:6][c:7]2[cH:8][c:9]([Br:13])[cH:10][cH:11][c:12]21.[CH3:34][O:35][CH2:36][CH2:37][O:38][CH3:39].[Cl:23][CH2:24][Cl:25].[K+:31].[K+:32].[K+:33].[P:26]([O-:27])([O-:28])([O-:29])=[O:30].[n:14]1[cH:15][cH:16][c:17]([B:20]([OH:21])[OH:22])[cH:18][cH:19]1>>[C:1]([CH3:2])(=[O:3])[N:4]1[CH2:5][CH2:6][c:7]2[cH:8][c:9](-[c:17]3[cH:16][cH:15][n:14][cH:19][cH:18]3)[cH:10][cH:11][c:12]21. RXN SMILES: [CH2:1]([O:2][C:3](=[O:4])[NH:11][CH:12]([C:13]([CH2:14][O:15][C:16]([c:17]1[c:18]([CH3:24])[cH:19][cH:20][cH:21][c:22]1[CH3:23])=[O:25])=[O:26])[CH2:27][C:28](=[O:29])[O:30][C:31]([CH3:32])([CH3:33])[CH3:34])[c:5]1[cH:6][cH:7][cH:8][cH:9][cH:10]1.[CH3:35][CH2:36][OH:37].[ClH:38]>>[NH2:11][CH:12]([C:13]([CH2:14][O:15][C:16]([c:17]1[c:18]([CH3:24])[cH:19][cH:20][cH:21][c:22]1[CH3:23])=[O:25])=[O:26])[CH2:27][C:28](=[O:29])[O:30][C:31]([CH3:32])([CH3:33])[CH3:34]. Product: Cc1cccc(C)c1C(=O)OCC(=O)C(N)CC(=O)OC(C)(C)C. Starting materials: Cc1cccc(C)c1C(=O)OCC(=O)C(CC(=O)OC(C)(C)C)NC(=O)OCc1ccccc1, CCO, Cl. Starting materials: C1(=CC=CC=C1)N1N=CC=2C1=NC(=NC2Cl)Cl (1-phenyl-4,6-dichloropyrazolo[3,4-d]pyrimidine), CC(C(C=1C=CC=CC1)O)N.Cl (norephedrine HCl), [OH-].[K+] (KOH). The solvent is O (H2O), C(C)O (ethanol). Run at time 4 hour. The product is C1(=CC=CC=C1)N1N=CC=2C1=NC(=NC2NC(C)C(O)C2=CC=CC=C2)Cl (α-[1-[(1-phenyl-6-chloro-1H-pyrazolo[3,4-d]pyrimidin-4-yl) amino]ethyl]benzenemethanol). The yield is 90.0%. Reaction SMILES: [C:1]1([N:7]2[C:11]3=[N:12][C:13]([Cl:17])=[N:14][C:15](Cl)=[C:10]3[CH:9]=[N:8]2)[CH:6]=[CH:5][CH:4]=[CH:3][CH:2]=1.[CH3:18][CH:19]([NH2:28])[CH:20]([OH:27])[C:21]1[CH:22]=[CH:23][CH:24]=[CH:25][CH:26]=1.Cl.[OH-].[K+]>C(O)C.O>[C:1]1([N:7]2[C:11]3=[N:12][C:13]([Cl:17])=[N:14][C:15]([NH:28][CH:19]([CH:20]([C:21]4[CH:22]=[CH:23][CH:24]=[CH:25][CH:26]=4)[OH:27])[CH3:18])=[C:10]3[CH:9]=[N:8]2)[CH:6]=[CH:5][CH:4]=[CH:3][CH:2]=1 |f:1.2,3.4|. Procedure: 390 mg of 1-phenyl-4,6-dichloropyrazolo[3,4-d]pyrimidine was suspended in 15 ml 95% ethanol. 828 mg norephedrine HCl was dissolved in 100 ml H2O, made basic with 10% KOH, and the free base extracted with 100 ml ether. The organic was dried over MgSO4, filtered, and concentrated to yield an oil which was added to the stirred reaction. After 4 hours the solution became clear and the solvent was removed under vacuum. The crude oil was then purified by radial chromatography (5-10-20% isopropyl alcoh... Starting materials: C1(=NC(=O)N=C(N1)N)N (ammeline), S(O)(O)(=O)=O (sulfuric acid), N1=C(N)N=C(N)N=C1N (melamine), C1(=NC(=O)NC(=O)N1)N (ammelide), N1=C(N)N=C(N)N=C1N (melamine). Reaction conditions: temperature 160 celsius. Yields the product N1C(=O)NC(=O)NC1=O (cyanuric acid), C1(=NC(=O)NC(=O)N1)N (ammelide). Isolated yield 93.9%. RXN SMILES: S(=O)(=O)(O)O.N1C(N)=NC(N)=NC=1N.C1(N)NC(N)=NC(=[O:18])N=1.[C:24]1([NH2:32])[NH:31][C:29](=[O:30])[NH:28][C:26](=[O:27])[N:25]=1>>[NH:31]1[C:24](=[O:18])[NH:25][C:26](=[O:27])[NH:28][C:29]1=[O:30].[C:24]1([NH2:32])[NH:31][C:29](=[O:30])[NH:28][C:26](=[O:27])[N:25]=1. Procedure: 333 kg Of 70% strength sulfuric acid is initially introduced into an enamel kettle and 100 kg of a waste melamine which contains ammeline and ammelide and has a melamine content of about 95% is added, with stirring, the temperature rising to about 90° C. This suspension is heated to the boiling point of 132° C. and is then heated up to 160° C. in the course of one hour, whilst distilling off water. The suspension is kept at the boil under reflux, at 160° C. for 4 hours and 310 l. of water is the...